Dataset: the Open Reaction Database (ORD), a public repository of structured organic reaction records. Task: describe an organic reaction: reactants, conditions, products, and yield Reactants: COC(C1=CC=C(C=C1)C#C[Si](C)(C)C)=O (4-(Trimethylsilyl)ethynyl-benzoic acid methyl ester), CO (MeOH). The solvent is [OH-].[K+] (KOH). Product: C(#C)C1=CC=C(C(=O)O)C=C1 (4-ethynylbenzoic acid). Isolated yield 95.1%. RXN SMILES: C[O:2][C:3](=[O:16])[C:4]1[CH:9]=[CH:8][C:7]([C:10]#[C:11][Si](C)(C)C)=[CH:6][CH:5]=1.CO>[OH-].[K+]>[C:10]([C:7]1[CH:8]=[CH:9][C:4]([C:3]([OH:16])=[O:2])=[CH:5][CH:6]=1)#[CH:11] |f:2.3|. Procedure details: 4-(Trimethylsilyl)ethynyl-benzoic acid methyl ester (714 mg, 3.07 mmol) was dissolved in 4% KOH:MeOH (w:v, 30 mL) and allowed to reflux overnight. The reaction was quenched with 6N HCl to pH 2-3 (as indicated by pH paper) and extracted 2× with EtOAc. The combined organic layers were dried over anhydrous Na2SO4 and evaporated to afford 4-ethynylbenzoic acid (427 mg, 2.92 mmol, 95%) as a brown solid. H-NMR (d6-acetone, 500 MHz) δ (ppm): 7.62 (d, J=16.2 Hz, 2H); 8.03 (d, J=16.3 Hz, 2H). Reactants: FC(C=1C=C(C=NC1)NC(OC(C)(C)C)=O)(F)F (tert-butyl (5-(trifluoromethyl)pyridin-3-yl)carbamate), [H][H] (hydrogen). The reagents and catalysts are [Pt](=O)=O (platinum (IV) oxide), [Rh] (rhodium). The solvent is C(C)(=O)O (acetic acid). Yields the product FC(C1CC(CNC1)NC(OC(C)(C)C)=O)(F)F (rac-tert-butyl (5-(trifluoromethyl)piperidin-3-yl)carbamate). Yield: 79.9%. RXN SMILES: [F:1][C:2]([F:18])([F:17])[C:3]1[CH:4]=[C:5]([NH:9][C:10](=[O:16])[O:11][C:12]([CH3:15])([CH3:14])[CH3:13])[CH:6]=[N:7][CH:8]=1.[H][H]>[Pt](=O)=O.[Rh].C(O)(=O)C>[F:18][C:2]([F:1])([F:17])[CH:3]1[CH2:8][NH:7][CH2:6][CH:5]([NH:9][C:10](=[O:16])[O:11][C:12]([CH3:13])([CH3:14])[CH3:15])[CH2:4]1. Reported procedure: In a 50 mL hastalloy metal reactor, tert-butyl (5-(trifluoromethyl)pyridin-3-yl)carbamate (600 mg, 2.29 mmol) was treated with glacial acetic acid (10 mL), platinum (IV) oxide (250 mg, 1.10 mmol) and rhodium (5 wt. % (dry) on carbon, degussa type, 250 mg, 2.43 mmol) and hydrogenated at 200 psi hydrogen at 70° C. for 23 h. The reaction mixture was cooled to RT and filtered through a 0.45 um acrodisc, washed with MeOH and concentrated under reduced pressure. The residue was treated with EtOAc and ... Starting materials: C(C)(=O)NC1=CC=C(C=C1)S(=O)(=O)C1=CC(=C(N)C=C1)Cl (4-(4-acetamidophenylsulphonyl)-2-chloroaniline), CCOCC (Ether), C(C(=O)Cl)(=O)Cl (Oxalyl chloride), O[C@](C(=O)O)(C(F)(F)F)C ((R)-(+)-2-hydroxy-2-methyl-3,3,3-trifluoropropanoic acid). Reagents/catalysts: CN(C)C=O (DMF). The solvent is C(Cl)Cl (DCM), C(Cl)Cl (DCM). Run at time 2 hour. Product: C(C)(=O)NC1=CC=C(C=C1)S(=O)(=O)C1=CC(=C(C=C1)NC([C@@](C(F)(F)F)(C)O)=O)Cl ((R)-N-[4-(4-Acetamidophenylsulphonyl)-2-chlorophenyl]-2-hydroxy-2-methyl-3,3,3-trifluoropropanamide). Isolated yield 11.0%. RXN SMILES: C(Cl)(=O)C(Cl)=O.[OH:7][C@@:8]([CH3:16])([C:12]([F:15])([F:14])[F:13])[C:9](O)=[O:10].[C:17]([NH:20][C:21]1[CH:26]=[CH:25][C:24]([S:27]([C:30]2[CH:36]=[CH:35][C:33]([NH2:34])=[C:32]([Cl:37])[CH:31]=2)(=[O:29])=[O:28])=[CH:23][CH:22]=1)(=[O:19])[CH3:18].CCOCC>C(Cl)Cl.CN(C=O)C>[C:17]([NH:20][C:21]1[CH:22]=[CH:23][C:24]([S:27]([C:30]2[CH:36]=[CH:35][C:33]([NH:34][C:9](=[O:10])[C@:8]([OH:7])([CH3:16])[C:12]([F:15])([F:14])[F:13])=[C:32]([Cl:37])[CH:31]=2)(=[O:29])=[O:28])=[CH:25][CH:26]=1)(=[O:19])[CH3:18]. Procedure: Oxalyl chloride (0.047 ml) was added to a stirred suspension of (R)-(+)-2-hydroxy-2-methyl-3,3,3-trifluoropropanoic acid (Method 9) (0.077 g) in DCM (2.5 ml) containing DMF (1 drop). The mixture was stirred at ambient temperature for 2 hours and was then added to a solution of 4-(4-acetamidophenylsulphonyl)-2-chloroaniline (Method 10) (0.160 g) in DCM (2.5 ml) and stirred a further 2 hours. Ether (50 ml) was added and the mixture was washed with water (2×50 ml) and brine then dried. Volatile mat... Procedure details: The experimental procedure for the preparation of the lithium salt was as described in the preparation of compound 43. A solution of trimethyl borate (2.70 g, 0.024 mol) in dry THF (10 ml) was added dropwise to the lithium salt solution. The resultant mixture was allowed to warm to room temperature overnight whilst stirring and dilute hydrochloric acid was then added. The THF/water azeotrope was removed in vacuo and the remaining residue was dissolved in diethyl ether and washed with water until... Solvent: C1CCOC1 (THF). As a reaction SMILES: [Li].[C:2]([C:4]1[CH:5]=[C:6]([CH:10]=[CH:11][C:12]=1[O:13][CH2:14][C@@H:15]([CH3:18])[CH2:16][CH3:17])C(O)=O)#[N:3].[B:19](OC)([O:22]C)[O:20]C.Cl>C1COCC1>[C:2]([C:4]1[CH:5]=[C:6]([B:19]([OH:22])[OH:20])[CH:10]=[CH:11][C:12]=1[O:13][CH2:14][C@@H:15]([CH3:18])[CH2:16][CH3:17])#[N:3] |^1:0|. The reactants are [Li] (lithium), resultant mixture, C(#N)C=1C=C(C(=O)O)C=CC1OC[C@H](CC)C ((S)-(+)-3-Cyano-4-(2-methylbutyloxy)benzoic acid), B(OC)(OC)OC (trimethyl borate), [Li] (lithium), Cl (hydrochloric acid). Yields the product C(#N)C=1C=C(C=CC1OC[C@H](CC)C)B(O)O ((S)-(+)-3-Cyano-4-(2-methylbutyloxy)phenylboronic acid). The reactants are C(CCCCCCCCC)N1C(C2(CC2C1=O)C1=CC=C(C=C1)[N+](=O)[O-])=O (3-n-decyl-1-(4-nitrophenyl)-3-azabicyclo[3.1.0]hexane-2,4-dione). Reagents/catalysts: [Pd] (palladium on carbon). The solvent is C(C)O (ethanol). The product is NC1=CC=C(C=C1)C12C(N(C(C2C1)=O)CCCCCCCCCC)=O (1-(4-Aminophenyl)-3-n-decyl-3-azabicyclo[3.1.0]hexane-2,4-dione). Reaction SMILES: [CH2:1]([N:11]1[C:16](=[O:17])[CH:15]2[C:13]([C:18]3[CH:23]=[CH:22][C:21]([N+:24]([O-])=O)=[CH:20][CH:19]=3)([CH2:14]2)[C:12]1=[O:27])[CH2:2][CH2:3][CH2:4][CH2:5][CH2:6][CH2:7][CH2:8][CH2:9][CH3:10]>C(O)C.[Pd]>[NH2:24][C:21]1[CH:20]=[CH:19][C:18]([C:13]23[CH2:14][CH:15]2[C:16](=[O:17])[N:11]([CH2:1][CH2:2][CH2:3][CH2:4][CH2:5][CH2:6][CH2:7][CH2:8][CH2:9][CH3:10])[C:12]3=[O:27])=[CH:23][CH:22]=1. Reported procedure: Following the procedure of Example 3, a solution of 6.0 g of 3-n-decyl-1-(4-nitrophenyl)-3-azabicyclo[3.1.0]hexane-2,4-dione in 120 ml of ethanol is hydrogenated in the presence of 0.3 g of 5% palladium on carbon and worked up, affording the title compound which melts at 92°-94° C. after recrystallisation from ethyl acetate. The starting material is synthesised in accordance with Example 3, starting from 4.6 g of 1-(4-nitrophenyl)-3-azabicyclo[3.1.0]hexane-2,4-dione, 0.72 g of sodium hydride (pr... Reactants: Cc1ccccc1O, CCO, ClCc1ccccc1, [K+], [OH-], O. The product is Cc1ccccc1OCc1ccccc1. RXN SMILES: [CH3:1][c:2]1[cH:3][cH:4][cH:5][cH:6][c:7]1[OH:8].[CH3:20][CH2:21][OH:22].[Cl:9][CH2:10][c:11]1[cH:12][cH:13][cH:14][cH:15][cH:16]1.[K+:18].[OH-:17].[OH2:19]>>[CH3:1][c:2]1[cH:3][cH:4][cH:5][cH:6][c:7]1[O:8][CH2:10][c:11]1[cH:12][cH:13][cH:14][cH:15][cH:16]1. Reactants: C(C=CC1=CC=CC=C1)(=O)O (cinnamic acid), C1(CCCCC1)N=C=NC1CCCCC1 (dicyclohexylcarbodiimide), NCCC[Si](OC)(OC)OC (3-aminopropyltrimethoxysilane). Reaction conditions: time 30 minute. The product is C1(CCCCC1)NC(=O)NC1CCCCC1 (Dicyclohexyl urea). As a reaction SMILES: C(O)(=[O:10])C=CC1C=CC=CC=1.[CH:12]1([N:18]=[C:19]=[N:20][CH:21]2[CH2:26][CH2:25][CH2:24][CH2:23][CH2:22]2)[CH2:17][CH2:16][CH2:15][CH2:14][CH2:13]1.NCCC[Si](OC)(OC)OC>>[CH:21]1([NH:20][C:19]([NH:18][CH:12]2[CH2:13][CH2:14][CH2:15][CH2:16][CH2:17]2)=[O:10])[CH2:26][CH2:25][CH2:24][CH2:23][CH2:22]1. Reported procedure: 40 g of cinnamic acid and 50 g of dicyclohexylcarbodiimide were added to a 1 L round 3-necked flask equipped with a dropping funnel and a cooler, and also 600 mL of toluene newly distilled from sodium ketyl was added thereto, and the resultant mixture was refluxed to yield a homogeneous solution. After about 30 minutes, 48 g of 3-aminopropyltrimethoxysilane was dropped over 30 minutes through the dropping funnel. The resultant reaction mixture was refluxed for 4 hours, and then toluene was remov... Reactants: ClC1=CC(=C(C#N)C=C1)F (4-chloro-2-fluoro-benzonitrile), COCCCO (3-methoxy-propanol). Product: ClC1=CC(=C(CN)C=C1)OCCCOC (4-Chloro-2-(3-methoxy-propoxy)-benzylamine). As a reaction SMILES: [Cl:1][C:2]1[CH:9]=[CH:8][C:5]([C:6]#[N:7])=[C:4](F)[CH:3]=1.[CH3:11][O:12][CH2:13][CH2:14][CH2:15][OH:16]>>[Cl:1][C:2]1[CH:9]=[CH:8][C:5]([CH2:6][NH2:7])=[C:4]([O:16][CH2:15][CH2:14][CH2:13][O:12][CH3:11])[CH:3]=1. Reported procedure: The title compound is synthesized by coupling followed by reduction of 4-chloro-2-fluoro-benzonitrile and 3-methoxy-propanol analogously to the preparation of Intermediate 98.1 as a colorless solid; ES-MS: M+=230.1; HPLC: AtRet=2.81 min. The reactants are N#Cc1nc(-c2c(F)cccc2F)oc1Br, O=C([O-])[O-], CC1(C)c2cccc(P(c3ccccc3)c3ccccc3)c2Oc2c(P(c3ccccc3)c3ccccc3)cccc21, CCOC(C)=O, [Cs+], [Cs+], CC(C)(C)OC(=O)N1CCC(CNC(=O)c2ccc(N)cc2)CC1, O=C(C=Cc1ccccc1)C=Cc1ccccc1, O=C(C=Cc1ccccc1)C=Cc1ccccc1, O=C(C=Cc1ccccc1)C=Cc1ccccc1, [Pd], [Pd]. RXN SMILES: [Br:43][c:44]1[c:45]([C:57]#[N:58])[n:46][c:47](-[c:49]2[c:50]([F:56])[cH:51][cH:52][cH:53][c:54]2[F:55])[o:48]1.[C:83](=[O:84])([O-:85])[O-:86].[CH3:1][C:2]1([CH3:3])[c:4]2[cH:5][cH:6][cH:7][c:8]([P:9]([c:10]3[cH:11][cH:12][cH:13][cH:14][cH:15]3)[c:16]3[cH:17][cH:18][cH:19][cH:20][cH:21]3)[c:22]2[O:23][c:24]2[c:25]1[cH:26][cH:27][cH:28][c:29]2[P:30]([c:31]1[cH:32][cH:33][cH:34][cH:35][cH:36]1)[c:37]1[cH:38][cH:39][cH:40][cH:41][cH:42]1.[CH3:89][CH2:90][O:91][C:92]([CH3:93])=[O:94].[Cs+:87].[Cs+:88].[NH2:59][c:60]1[cH:61][cH:62][c:63]([C:64](=[O:65])[NH:66][CH2:67][CH:68]2[CH2:69][CH2:70][N:71]([C:74](=[O:75])[O:76][C:77]([CH3:78])([CH3:79])[CH3:80])[CH2:72][CH2:73]2)[cH:81][cH:82]1.[O:115]=[C:116]([CH:117]=[CH:118][c:119]1[cH:120][cH:121][cH:122][cH:123][cH:124]1)[CH:125]=[CH:126][c:127]1[cH:128][cH:129][cH:130][cH:131][cH:132]1.[O:133]=[C:134]([CH:135]=[CH:136][c:137]1[cH:138][cH:139][cH:140][cH:141][cH:142]1)[CH:143]=[CH:144][c:145]1[cH:146][cH:147][cH:148][cH:149][cH:150]1.[O:97]=[C:98]([CH:99]=[CH:100][c:101]1[cH:102][cH:103][cH:104][cH:105][cH:106]1)[CH:107]=[CH:108][c:109]1[cH:110][cH:111][cH:112][cH:113][cH:114]1.[Pd:95].[Pd:96]>>[c:44]1([NH:59][c:60]2[cH:61][cH:62][c:63]([C:64](=[O:65])[NH:66][CH2:67][CH:68]3[CH2:69][CH2:70][N:71]([C:74](=[O:75])[O:76][C:77]([CH3:78])([CH3:79])[CH3:80])[CH2:72][CH2:73]3)[cH:81][cH:82]2)[c:45]([C:57]#[N:58])[n:46][c:47](-[c:49]2[c:50]([F:56])[cH:51][cH:52][cH:53][c:54]2[F:55])[o:48]1. Product: CC(C)(C)OC(=O)N1CCC(CNC(=O)c2ccc(Nc3oc(-c4c(F)cccc4F)nc3C#N)cc2)CC1.